From a dataset of the Open Reaction Database (ORD), a public repository of structured organic reaction records. describe an organic reaction: reactants, conditions, products, and yield The reactants are CO, Cl, COC(=O)c1ccc(CC(F)(F)c2ccccn2)cc1, [Na+], [OH-]. Product: O=C(O)c1ccc(CC(F)(F)c2ccccn2)cc1. RXN SMILES: [CH3:24][OH:25].[ClH:23].[F:3][C:4]([CH2:5][c:6]1[cH:7][cH:8][c:9]([C:12](=[O:13])[O:14][CH3:15])[cH:10][cH:11]1)([c:16]1[n:17][cH:18][cH:19][cH:20][cH:21]1)[F:22].[Na+:2].[OH-:1]>>[F:3][C:4]([CH2:5][c:6]1[cH:7][cH:8][c:9]([C:12](=[O:13])[OH:14])[cH:10][cH:11]1)([c:16]1[n:17][cH:18][cH:19][cH:20][cH:21]1)[F:22]. Run in CN(C)C=O (DMF). Product: CNC(=O)[C@H]1O[C@H]([C@@H]([C@@H]1N=[N+]=[N-])O)N1C2=NC=NC(=C2N=C1)NCC1=C(C=CC(=C1)Cl)OCC(N1CC(NCC1)=O)=O ((2S,3S,4R,5R)3-Azido-5-(6-{5-chloro-2-[2-oxo-2-(3-oxo-piperazin-1-yl)-ethoxy]-benzylamino}-purin-9-yl)-4-hydroxy-tetrahydro-furan-2-carboxylic acid methylamide). Reaction SMILES: CCN=C=NCCCN(C)C.C1C=CC2N(O)N=NC=2C=1.[N:22]([C@@H:25]1[C@@H:29]([C:30](=[O:33])[NH:31][CH3:32])[O:28][C@@H:27]([N:34]2[CH:42]=[N:41][C:40]3[C:35]2=[N:36][CH:37]=[N:38][C:39]=3[NH:43][CH2:44][C:45]2[CH:55]=[C:54]([Cl:56])[CH:53]=[CH:52][C:46]=2[O:47][CH2:48][C:49](O)=[O:50])[C@@H:26]1[OH:57])=[N+:23]=[N-:24].[NH:58]1[CH2:63][CH2:62][NH:61][CH2:60][C:59]1=[O:64]>CN(C1C=CN=CC=1)C.CN(C=O)C>[CH3:32][NH:31][C:30]([C@@H:29]1[C@@H:25]([N:22]=[N+:23]=[N-:24])[C@@H:26]([OH:57])[C@H:27]([N:34]2[CH:42]=[N:41][C:40]3[C:35]2=[N:36][CH:37]=[N:38][C:39]=3[NH:43][CH2:44][C:45]2[CH:55]=[C:54]([Cl:56])[CH:53]=[CH:52][C:46]=2[O:47][CH2:48][C:49](=[O:50])[N:61]2[CH2:62][CH2:63][NH:58][C:59](=[O:64])[CH2:60]2)[O:28]1)=[O:33]. The reagents and catalysts are CN(C)C=1C=CN=CC1 (DMAP). Conditions: time 20 hour. Reactants: CCN=C=NCCCN(C)C (EDCI), C=1C=CC2=C(C1)N=NN2O (HOBT), N(=[N+]=[N-])[C@H]1[C@H]([C@@H](O[C@@H]1C(NC)=O)N1C2=NC=NC(=C2N=C1)NCC1=C(OCC(=O)O)C=CC(=C1)Cl)O ((2R,3R,4S,5S)(2-{[9-(4-Azido-3-hydroxy-5-methylcarbamoyl-tetrahydro-furan-2-yl)-9H-purin-6-ylamino]-methyl}-4-chloro-phenoxy)-acetic acid), N1C(CNCC1)=O (piperizin-2-one). Reported procedure: EDCI (44 mg, 0.23 mmol), HOBT (30 mg, 0.22 mmol) and DMAP (40 mg) were added to a mixture of (2R,3R,4S,5S)(2-{[9-(4-Azido-3-hydroxy-5-methylcarbamoyl-tetrahydro-furan-2-yl)-9H-purin-6-ylamino]-methyl}-4-chloro-phenoxy)-acetic acid (60 mg, 0.116 mmol) and piperizin-2-one (35 mg, 0.35 mmol) in anhydrous DMF (3 mL). After 20 hours at room temperature, the mixture was concentrated, pre-adsorbed onto silica gel and purified by flash chromatography (6-8% methanol/dichloromethane) to afford the title c... The reactants are ClC1=CC=C(C=C1)C1=NN(CCC1)S(=O)(=O)C1=CC=C(C=C1)[N+](=O)[O-] ((4-Chlorophenyl)-1-(4-nitrobenzenesulfonyl)-1,4,5,6-tetrahydropyridazine). The reagents and catalysts are [Fe] (Iron). The solvent is C(C)(=O)O (acetic acid). Reaction conditions: temperature 80 celsius. Product: NC1=CC=C(C=C1)S(=O)(=O)N1N=C(CCC1)C1=CC=C(C=C1)Cl (1-(4-Aminobenzenesulfonyl)-3-(4-chlorophenyl)-1,4,5,6-tetrahydropyridazine). As a reaction SMILES: [Cl:1][C:2]1[CH:7]=[CH:6][C:5]([C:8]2[CH2:13][CH2:12][CH2:11][N:10]([S:14]([C:17]3[CH:22]=[CH:21][C:20]([N+:23]([O-])=O)=[CH:19][CH:18]=3)(=[O:16])=[O:15])[N:9]=2)=[CH:4][CH:3]=1>C(O)(=O)C.[Fe]>[NH2:23][C:20]1[CH:21]=[CH:22][C:17]([S:14]([N:10]2[CH2:11][CH2:12][CH2:13][C:8]([C:5]3[CH:4]=[CH:3][C:2]([Cl:1])=[CH:7][CH:6]=3)=[N:9]2)(=[O:16])=[O:15])=[CH:18][CH:19]=1. Reported procedure: (4-Chlorophenyl)-1-(4-nitrobenzenesulfonyl)-1,4,5,6-tetrahydropyridazine (2.12 g, 5.60 mmol) was suspended in acetic acid at 80° C. Iron filings (3.0 g) were added to this suspension and the resulting reaction mixture was heated at 80° C. for 30 minutes and filtered. Upon cooling the title compound precipitated out of this mixture as a solid: mp 205°-206° C. Starting materials: COC(=O)C=1C=C(C(=O)N)C=C(C1)[N+](=O)[O-] (3-methoxycabonyl-5-nitrobenzamide), B (borane). The solvent is C1CCOC1 (THF). Product: [N+](=O)([O-])C=1C=C(C(=O)OC)C=C(C1)CN (Methyl 3-nitro-5-aminomethybenzoate). Yield: 34.4%. RXN SMILES: [CH3:1][O:2][C:3]([C:5]1[CH:6]=[C:7]([CH:11]=[C:12]([N+:14]([O-:16])=[O:15])[CH:13]=1)[C:8]([NH2:10])=O)=[O:4].B>C1COCC1>[N+:14]([C:12]1[CH:13]=[C:5]([CH:6]=[C:7]([CH2:8][NH2:10])[CH:11]=1)[C:3]([O:2][CH3:1])=[O:4])([O-:16])=[O:15]. Procedure: A mixture of 3-methoxycabonyl-5-nitrobenzamide (1120 mg, 5 mmol) and 1M BH3 in THF (11.5 mL) was refluxed for 90 minutes. For a detailed description of techniques for borane reduction, see Brown, H. C.; Heim, P. J. Org. Chem. 1973, 38, 912-916. The solvent was evaporated and MeOH (15 mL) was added. HCl gas was introduced into the solution and the reaction mixture was refluxed for 70 minutes. The mixture was added saturated NaHCO3 aq. (50 mL) and extracted with CH2Cl2 (5×40 mL). The organic layer...